Dataset: the Open Reaction Database (ORD), a public repository of structured organic reaction records. Task: describe an organic reaction: reactants, conditions, products, and yield Reported procedure: In an analogous manner to that described in example 3b) starting from 2-benzoyl-3-dimethylamino-acrylic acid ethyl ester and isonicotinamidine hydrochloride, followed by saponification as described in example 3c) there was obtained 4-phenyl-2-pyridin-4-yl-pyrimidine-5-carboxylic acid. The product is C1(=CC=CC=C1)C1=NC(=NC=C1C(=O)O)C1=CC=NC=C1 (4-phenyl-2-pyridin-4-yl-pyrimidine-5-carboxylic acid). The reactants are C(C)OC(C(=CN(C)C)C(C1=CC=CC=C1)=O)=O (2-benzoyl-3-dimethylamino-acrylic acid ethyl ester), Cl.C(C1=CC=NC=C1)(=N)N (isonicotinamidine hydrochloride). Reaction SMILES: C([O:3][C:4](=[O:18])[C:5]([C:10](=O)[C:11]1[CH:16]=[CH:15][CH:14]=[CH:13][CH:12]=1)=[CH:6]N(C)C)C.Cl.[C:20]([NH2:28])(=[NH:27])[C:21]1[CH:26]=[CH:25][N:24]=[CH:23][CH:22]=1>>[C:11]1([C:10]2[C:5]([C:4]([OH:18])=[O:3])=[CH:6][N:28]=[C:20]([C:21]3[CH:26]=[CH:25][N:24]=[CH:23][CH:22]=3)[N:27]=2)[CH:16]=[CH:15][CH:14]=[CH:13][CH:12]=1 |f:1.2|. Starting materials: C1(CCC1)=CC(=O)O (Cyclobutylideneacetic acid), CC=1C(=CC=C(N)C1C)OC (5,6-dimethyl-4-methoxyaniline), CN(CCCN=C=NCC)C (1-(3-dimethylaminopropyl)-3-ethylcarbodiimide), C1(CCCCC1)N=C=NC1CCCCC1 (1,3-dicyclohexylcarbodiimide). Reagents/catalysts: CN(C1=CC=NC=C1)C (4-dimethylaminopyridine). Solvent: ClCCl (dichloromethane), C(C)N(CC)CC (triethylamine). Reaction conditions: time 8 hour. Yields the product C1(CCC1)=CC(=O)NC1=C(C(=C(C=C1)OC)C)C (2-cyclobutylidene-N-(4-methoxy-2,3-dimethylphenyl)acetamide). Yield: 65.3%. Reaction SMILES: [C:1]1(=[CH:5][C:6]([OH:8])=O)[CH2:4][CH2:3][CH2:2]1.[CH3:9][C:10]1[C:11]([O:18][CH3:19])=[CH:12][CH:13]=[C:14]([C:16]=1[CH3:17])[NH2:15].CN(C)CCCN=C=NCC.C1(N=C=NC2CCCCC2)CCCCC1>CN(C)C1C=CN=CC=1.ClCCl.C(N(CC)CC)C>[C:1]1(=[CH:5][C:6]([NH:15][C:14]2[CH:13]=[CH:12][C:11]([O:18][CH3:19])=[C:10]([CH3:9])[C:16]=2[CH3:17])=[O:8])[CH2:2][CH2:3][CH2:4]1. Reported procedure: Cyclobutylideneacetic acid (3.8 g), 5,6-dimethyl-4-methoxyaniline (5 g), 1-(3-dimethylaminopropyl)-3-ethylcarbodiimide (EDC) (4.7 g), 1,3-dicyclohexylcarbodiimide (DCC) (2.4 g), 4-dimethylaminopyridine (DMAP) (805 mg) and triethylamine (TEA) (7.3 g) were dissolved in dichloromethane (80 mL). The mixture was stirred at room temperature overnight, concentrated, and the residue dissolved in ethyl acetate. The organic phase was washed with water (3×20 mL) and 1M HCl (3×20 mL), and a white solid was ... The reactants are CNC, CCO, OCc1ccnc(Cl)c1. Yields the product CN(C)c1cc(CO)ccn1. RXN SMILES: [CH3:10][NH:11][CH3:12].[CH3:13][CH2:14][OH:15].[Cl:1][c:2]1[n:3][cH:4][cH:5][c:6]([CH2:8][OH:9])[cH:7]1>>[c:2]1([N:11]([CH3:10])[CH3:12])[n:3][cH:4][cH:5][c:6]([CH2:8][OH:9])[cH:7]1.